This data is from the Open Reaction Database (ORD), a public repository of structured organic reaction records. The task is: describe an organic reaction: reactants, conditions, products, and yield Reactants: pure product, C(CCCC)C1=CC=C(C=C1)O (p-pentylphenol), ClC1=C(C(=O)O)C=CC(=C1)O (2-chloro-4-hydroxybenzoic acid), S(O)(O)(=O)=O (sulfuric acid), B(O)(O)O (boric acid). The solvent is C1(=CC=CC=C1)C (toluene). Yields the product ClC1=C(C(=O)OC2=CC=C(C=C2)CCCCC)C=CC(=C1)O (4-pentylphenyl 2-chloro-4-hydroxybenzoate). As a reaction SMILES: [CH2:1]([C:6]1[CH:11]=[CH:10][C:9]([OH:12])=[CH:8][CH:7]=1)[CH2:2][CH2:3][CH2:4][CH3:5].[Cl:13][C:14]1[CH:22]=[C:21]([OH:23])[CH:20]=[CH:19][C:15]=1[C:16](O)=[O:17].S(=O)(=O)(O)O.B(O)(O)O>C1(C)C=CC=CC=1>[Cl:13][C:14]1[CH:22]=[C:21]([OH:23])[CH:20]=[CH:19][C:15]=1[C:16]([O:12][C:9]1[CH:8]=[CH:7][C:6]([CH2:1][CH2:2][CH2:3][CH2:4][CH3:5])=[CH:11][CH:10]=1)=[O:17]. Procedure: To a suspension of p-pentylphenol (0.15 mole) and 2-chloro-4-hydroxybenzoic acid (0.10 mole) in toluene (500 ml.) is added concentrated sulfuric acid (0.5 g.) and boric acid (0.31 g.) (5 mole percent). The reaction mixture is refluxed for 29 hours under a Dean-Stark trap. The solvent is then removed under reduced pressure and the product is washed with ligroin. The resulting 4-pentylphenyl 2-chloro-4-hydroxybenzoate is recrystallized from an ethanol/water mixture to give 25.6 g., 81% of pure pro...